Dataset: the Open Reaction Database (ORD), a public repository of structured organic reaction records. Task: describe an organic reaction: reactants, conditions, products, and yield Starting materials: BrC=1C=CC=C2C(=NC(=NC12)C(C1=NC=C(C=C1)F)(F)F)SC (8-bromo-2-(difluoro(5-fluoropyridin-2-yl)methyl)-4-(methylthio)quinazoline), C1(=CC=CC=C1)P(C1=CC=CC=2C(C3=CC=CC(=C3OC12)P(C1=CC=CC=C1)C1=CC=CC=C1)(C)C)C1=CC=CC=C1 (4,5-Bis(diphenylphosphino)-9,9-dimethylxanthene), CS(=O)(=O)N (methanesulfonamide), C(=O)([O-])[O-].[Cs+].[Cs+] (Cs2CO3). Reagents/catalysts: C=1C=CC(=CC1)/C=C/C(=O)/C=C/C2=CC=CC=C2.C=1C=CC(=CC1)/C=C/C(=O)/C=C/C2=CC=CC=C2.C=1C=CC(=CC1)/C=C/C(=O)/C=C/C2=CC=CC=C2.[Pd].[Pd] (tris(dibenzylideneacetone)dipalladium). The solvent is O1CCOCC1 (dioxane). Reaction conditions: temperature 100 celsius. The product is FC(C1=NC2=C(C=CC=C2C(=N1)SC)NS(=O)(=O)C)(C1=NC=C(C=C1)F)F (N-(2-(difluoro(5-fluoropyridin-2-yl)methyl)-4-(methylthio)quinazolin-8-yl)methanesulfonamide). Isolated yield 84.9%. RXN SMILES: Br[C:2]1[CH:3]=[CH:4][CH:5]=[C:6]2[C:11]=1[N:10]=[C:9]([C:12]([F:21])([F:20])[C:13]1[CH:18]=[CH:17][C:16]([F:19])=[CH:15][N:14]=1)[N:8]=[C:7]2[S:22][CH3:23].C1(P(C2C=CC=CC=2)C2C3OC4C(=CC=CC=4P(C4C=CC=CC=4)C4C=CC=CC=4)C(C)(C)C=3C=CC=2)C=CC=CC=1.[CH3:66][S:67]([NH2:70])(=[O:69])=[O:68].C([O-])([O-])=O.[Cs+].[Cs+]>C1C=CC(/C=C/C(/C=C/C2C=CC=CC=2)=O)=CC=1.C1C=CC(/C=C/C(/C=C/C2C=CC=CC=2)=O)=CC=1.C1C=CC(/C=C/C(/C=C/C2C=CC=CC=2)=O)=CC=1.[Pd].[Pd].O1CCOCC1>[F:20][C:12]([F:21])([C:13]1[CH:18]=[CH:17][C:16]([F:19])=[CH:15][N:14]=1)[C:9]1[N:8]=[C:7]([S:22][CH3:23])[C:6]2[C:11](=[C:2]([NH:70][S:67]([CH3:66])(=[O:69])=[O:68])[CH:3]=[CH:4][CH:5]=2)[N:10]=1 |f:3.4.5,6.7.8.9.10|. Procedure details: To a mixture of 8-bromo-2-(difluoro(5-fluoropyridin-2-yl)methyl)-4-(methylthio)quinazoline from Example 35 step B (250 mg, 0.625 mmol), tris(dibenzylideneacetone)dipalladium (57 mg, 0.063 mmol), 4,5-Bis(diphenylphosphino)-9,9-dimethylxanthene (108 mg, 0.187 mmol), methanesulfonamide (83 mg, 0.87 mmol) and Cs2CO3 (284 mg, 0.87 mmol) was added dioxane (5 mL). The reaction vessel was evacuated and flushed with argon (3×), and the mixture was heated at 100° C. overnight. The mixture was allowed to c... The reactants are CC(C)O, COc1ccc2c(Cl)nc(C#N)c(-c3cccc(F)c3)c2c1, NC(CO)CO. Yields the product COc1ccc2c(NC(CO)CO)nc(C#N)c(-c3cccc(F)c3)c2c1. Reaction SMILES: [CH:29]([OH:30])([CH3:31])[CH3:32].[Cl:1][c:2]1[n:3][c:4]([C:21]#[N:22])[c:5](-[c:14]2[cH:15][c:16]([F:20])[cH:17][cH:18][cH:19]2)[c:6]2[cH:7][c:8]([O:12][CH3:13])[cH:9][cH:10][c:11]12.[OH:23][CH2:24][CH:25]([CH2:26][OH:27])[NH2:28]>>[c:2]1([NH:28][CH:25]([CH2:24][OH:23])[CH2:26][OH:27])[n:3][c:4]([C:21]#[N:22])[c:5](-[c:14]2[cH:15][c:16]([F:20])[cH:17][cH:18][cH:19]2)[c:6]2[cH:7][c:8]([O:12][CH3:13])[cH:9][cH:10][c:11]12. The reactants are COC1=CC2=C(N=C(S2)C)C=C1 (6-methoxy-2-methyl-benzothiazole), Br (HBr). Reagents/catalysts: [Br-].C(CCC)[P+](CCCC)(CCCC)CCCC (tetrabutylphosphonium bromide). The solvent is [OH-].[Na+] (NaOH), [OH-].[Na+] (NaOH). Run at temperature 105 celsius. The product is CC=1SC2=C(N1)C=CC(=C2)O (2-Methyl-benzothiazol-6-ol). The yield is 81.5%. RXN SMILES: C[O:2][C:3]1[CH:12]=[CH:11][C:6]2[N:7]=[C:8]([CH3:10])[S:9][C:5]=2[CH:4]=1.Br>[Br-].C([P+](CCCC)(CCCC)CCCC)CCC.[OH-].[Na+]>[CH3:10][C:8]1[S:9][C:5]2[CH:4]=[C:3]([OH:2])[CH:12]=[CH:11][C:6]=2[N:7]=1 |f:2.3,4.5|. Reported procedure: A mixture of 6-methoxy-2-methyl-benzothiazole (19.71 g, 0.11 mol), tetrabutylphosphonium bromide (3.73 g, 0.01 mol), and 48% HBr (120 mL) was stirred at 105° C. for twenty-eight hours before it was cooled to room temperature, neutralized with 10N NaOH (90 mL) and 1N NaOH (45 mL) to pH=4. The resulting precipitate was filtered, washed with water (3×100 mL), dried in vacuo to give the title compound as a pale brown solid (14.81 g): 1H NMR (CDCl3, 200 MHz): δ=7.77 (m, 1H), 7.24 (m, 1H), 6.94 (m, 1H... The reactants are C(C)(C)C=1N=C(SC1)N(CCC1=CC=CC=C1)CC1=CC=C(COC2=CC=C(C=C2)CCC(=O)OC)C=C1 (methyl 3-{4-[(4-{[(4-isopropyl-1,3-thiazol-2-yl)(2-phenylethyl)amino]methyl}benzyl)oxy]phenyl}propanoate), [OH-].[Na+] (sodium hydroxide), C(C)O (ethanol), Cl (hydrochloric acid). Solvent: O (water). Conditions: time 1 hour. Yields the product C(C)(C)C=1N=C(SC1)N(CCC1=CC=CC=C1)CC1=CC=C(COC2=CC=C(C=C2)CCC(=O)O)C=C1 (3-{4-[(4-{[(4-isopropyl-1,3-thiazol-2-yl)(2-phenylethyl)amino]methyl}benzyl)oxy]phenyl}propanoic acid). Isolated yield 61.6%. Reaction SMILES: [CH:1]([C:4]1[N:5]=[C:6]([N:9]([CH2:18][C:19]2[CH:38]=[CH:37][C:22]([CH2:23][O:24][C:25]3[CH:30]=[CH:29][C:28]([CH2:31][CH2:32][C:33]([O:35]C)=[O:34])=[CH:27][CH:26]=3)=[CH:21][CH:20]=2)[CH2:10][CH2:11][C:12]2[CH:17]=[CH:16][CH:15]=[CH:14][CH:13]=2)[S:7][CH:8]=1)([CH3:3])[CH3:2].[OH-].[Na+].C(O)C.Cl>O>[CH:1]([C:4]1[N:5]=[C:6]([N:9]([CH2:18][C:19]2[CH:20]=[CH:21][C:22]([CH2:23][O:24][C:25]3[CH:26]=[CH:27][C:28]([CH2:31][CH2:32][C:33]([OH:35])=[O:34])=[CH:29][CH:30]=3)=[CH:37][CH:38]=2)[CH2:10][CH2:11][C:12]2[CH:13]=[CH:14][CH:15]=[CH:16][CH:17]=2)[S:7][CH:8]=1)([CH3:3])[CH3:2] |f:1.2|. Procedure: A mixture of methyl 3-{4-[(4-{[(4-isopropyl-1,3-thiazol-2-yl)(2-phenylethyl)amino]methyl}benzyl)oxy]phenyl}propanoate (350 mg), 2N aqueous sodium hydroxide solution (2 mL) and ethanol (5 mL) was stirred at room temperature for 1 hr. The reaction mixture was diluted with water, neutralized with 1N hydrochloric acid, and extracted with ethyl acetate. The ethyl acetate layer was dried over anhydrous magnesium sulfate and concentrated to give the title compound (210 mg, yield 62%) as colorless cryst...